Dataset: the Open Reaction Database (ORD), a public repository of structured organic reaction records. Task: describe an organic reaction: reactants, conditions, products, and yield Yields the product ClCC1=CC2=CC=C(C=C2C=C1)C (2-chloromethyl 6-methylnaphthalene). Reactants: CC=1C=C2C=CC(=CC2=CC1)CO (6-methyl-2-naphthalenemethanol), S(=O)(Cl)Cl (thionyl chloride). Procedure details: 20.3 g. of 6-methyl-2-naphthalenemethanol is dissolved in 100 ml. of dry benzene and to this solution is added 30 ml. of thionyl chloride. The solution is stirred for about one hour and concentrated to yield 2-chloromethyl 6-methylnaphthalene. The solvent is C1=CC=CC=C1 (benzene). Reaction SMILES: [CH3:1][C:2]1[CH:3]=[C:4]2[C:9](=[CH:10][CH:11]=1)[CH:8]=[C:7]([CH2:12]O)[CH:6]=[CH:5]2.S(Cl)([Cl:16])=O>C1C=CC=CC=1>[Cl:16][CH2:12][C:7]1[CH:6]=[CH:5][C:4]2[C:9](=[CH:10][CH:11]=[C:2]([CH3:1])[CH:3]=2)[CH:8]=1. Reaction conditions: time 1 hour. Reported procedure: A microwave vial was charged with (S)-7-bromo-3-methoxy-2′,6′-dihydrospiro[chromeno[2,3-c]pyridine-5,3′-[1,4]oxazin]-5′-amine (0.075 g, 0.199 mmol). 3,4-difluorophenylboronic acid (0.063 g, 0.399 mmol), potassium phosphate (0.127 g, 0.598 mmol), and bis(di-tert-butyl(4-dimethylaminophenyl)phosphine)dichloropalladium(II) (7.06 mg, 9.97 μmol) were added. The vial was flushed with Ar (g), then dioxane (0.748 mL) and water (0.249 mL) were added in sequence. The vial was sealed and heated in a Biotag... The yield is 89.4%. Conditions: temperature 100 celsius. RXN SMILES: Br[C:2]1[CH:3]=[C:4]2[C@:15]3([N:20]=[C:19]([NH2:21])[CH2:18][O:17][CH2:16]3)[C:14]3[CH:13]=[C:12]([O:22][CH3:23])[N:11]=[CH:10][C:9]=3[O:8][C:5]2=[CH:6][CH:7]=1.[F:24][C:25]1[CH:26]=[C:27](B(O)O)[CH:28]=[CH:29][C:30]=1[F:31].P([O-])([O-])([O-])=O.[K+].[K+].[K+]>CC(P(C(C)(C)C)C1C=CC(N(C)C)=CC=1)(C)C.CC(P(C(C)(C)C)C1C=CC(N(C)C)=CC=1)(C)C.Cl[Pd]Cl>[F:24][C:25]1[CH:26]=[C:27]([C:2]2[CH:3]=[C:4]3[C@:15]4([N:20]=[C:19]([NH2:21])[CH2:18][O:17][CH2:16]4)[C:14]4[CH:13]=[C:12]([O:22][CH3:23])[N:11]=[CH:10][C:9]=4[O:8][C:5]3=[CH:6][CH:7]=2)[CH:28]=[CH:29][C:30]=1[F:31] |f:2.3.4.5,6.7.8|. Product: FC=1C=C(C=CC1F)C=1C=C2C(=CC1)OC=1C=NC(=CC1[C@]21COCC(=N1)N)OC ((S)-7-(3,4-difluorophenyl)-3-methoxy-2′,6′-dihydrospiro[chromeno[2,3-c]pyridine-5,3′-[1,4]oxazin]-5′-amine). Reagents/catalysts: CC(C)(C)P(C1=CC=C(C=C1)N(C)C)C(C)(C)C.CC(C)(C)P(C1=CC=C(C=C1)N(C)C)C(C)(C)C.Cl[Pd]Cl (bis(di-tert-butyl(4-dimethylaminophenyl)phosphine)dichloropalladium(II)). Starting materials: FC=1C=C(C=CC1F)B(O)O (3,4-difluorophenylboronic acid), P(=O)([O-])([O-])[O-].[K+].[K+].[K+] (potassium phosphate), BrC=1C=C2C(=CC1)OC=1C=NC(=CC1[C@]21COCC(=N1)N)OC ((S)-7-bromo-3-methoxy-2′,6′-dihydrospiro[chromeno[2,3-c]pyridine-5,3′-[1,4]oxazin]-5′-amine). Reactants: OO (hydrogen peroxide), C1(\C=C/C(=O)O1)=O (maleic anhydride), [OH-].[Na+] (sodium hydroxide), [Na] (sodium), C(C=C)(=O)N (acrylamide), C(C=C)(=O)N (acrylamide). Product: C(\C=C/C(=O)[O-])(=O)[O-].[Na+].[Na+] (sodium maleate). Reaction SMILES: [C:1]1(=[O:7])[O:6][C:4](=[O:5])[CH:3]=[CH:2]1.[OH-].[Na+:9].C(N)(=[O:13])C=C.OO.[Na]>>[C:1]([O-:6])(=[O:7])/[CH:2]=[CH:3]\[C:4]([O-:13])=[O:5].[Na+:9].[Na+:9] |f:1.2,6.7.8,^1:16|. Reported procedure: An aqueous solution of sodium maleate was prepared by neutralizing maleic anhydride with an aqueous sodium hydroxide solution in a four-necked flask. The aqueous solution polymerization of this product and acrylamide was effected in the presence of hydrogen peroxide at 100° C. for 6 h to obtain a dyeability-improving agent comprising sodium polymaleate containing 3% of acrylamide as a second component. The molecular weight was 4,000. The reactants are N(=[N+]=[N-])CC=1CS[C@H]2N(C1C(=O)O)C(C2NC(\C(=N/OC)\C=2N=C(SC2)N)=O)=O (3-azidomethyl-7-[2-(2-aminothiazol-4-yl)-2-((Z)-methoxyimino)acetamido]ceph-3-em-4-carboxylic acid), CO.C(=O)(C(F)(F)F)O (MeOH TFA). The reagents and catalysts are [Ni] (Raney nickel). Solvent: CO (MeOH), CO (MeOH). Yields the product FC(C(=O)O)(F)F.NCC=1CS[C@H]2N(C1C(=O)O)C(C2NC(\C(=N/OC)\C=2N=C(SC2)N)=O)=O (3-aminomethyl-7-[2-(2-aminothiazol-4-yl)-2-((Z)-methoxyimino)acetamido]ceph-3-em-4-carboxylic acid trifluoroacetate). The yield is 45.0%. As a reaction SMILES: [N:1]([CH2:4][C:5]1[CH2:6][S:7][C@@H:8]2[CH:15]([NH:16][C:17](=[O:28])/[C:18](/[C:22]3[N:23]=[C:24]([NH2:27])[S:25][CH:26]=3)=[N:19]\[O:20][CH3:21])[C:14](=[O:29])[N:9]2[C:10]=1[C:11]([OH:13])=[O:12])=[N+]=[N-].CO.[C:32]([OH:38])([C:34]([F:37])([F:36])[F:35])=[O:33]>[Ni].CO>[F:35][C:34]([F:37])([F:36])[C:32]([OH:38])=[O:33].[NH2:1][CH2:4][C:5]1[CH2:6][S:7][C@@H:8]2[CH:15]([NH:16][C:17](=[O:28])/[C:18](/[C:22]3[N:23]=[C:24]([NH2:27])[S:25][CH:26]=3)=[N:19]\[O:20][CH3:21])[C:14](=[O:29])[N:9]2[C:10]=1[C:11]([OH:13])=[O:12] |f:1.2,5.6|. Procedure details: To a stirred suspension of Raney nickel (16 g.) in MeOH (13 ml.) at 0° was added a solution of 3-azidomethyl-7-[2-(2-aminothiazol-4-yl)-2-((Z)-methoxyimino)acetamido]ceph-3-em-4-carboxylic acid (2.96 g.) in MeOH/TFA (14 ml., 1.13 ml.). After effervescence ceased the mixture was diluted with MeOH and filtered through paper. The filtrate was evaporated, the residue purified by HPLC using water/HOAc/MeOH 79:1:20 v/v/v as eluant and the product dried over P2O5 to give 3-aminomethyl-7-[2-(2-aminothia... Reactants: C(#N)C=1C=C(C=CC1OC(C)C)C1=NC(=NO1)C=1C=CC2=C(CCCN(C2)CC(=O)OC(C)(C)C)C1 (1,1-Dimethylethyl [7-(5-{3-cyano-4-[(1-methylethyl)oxy]phenyl}-1,2,4-oxadiazol-3-yl)-1,3,4,5-tetrahydro-2H-2-benzazepin-2-yl]acetate), Cl (HCl). Conditions: temperature 50 celsius. Procedure details: 1,1-Dimethylethyl [7-(5-{3-cyano-4-[(1-methylethyl)oxy]phenyl}-1,2,4-oxadiazol-3-yl)-1,3,4,5-tetrahydro-2H-2-benzazepin-2-yl]acetate (Preparation 10) (85 mg, 0.174 mmol) was treated with HCl (1305 μl, 5.22 mmol) (4N soln in dioxan) and warmed at 50° C. for 2 hours. A white crystalline product formed. The reaction was cooled to RT and the solid filtered off and washed with ether. On drying the title compound was obtained (65 mg) as a white solid. δH (400 MHz, d6DMSO) 1.39 (6H, d), 1.91-2.00 (2H, ... RXN SMILES: [C:1]([C:3]1[CH:4]=[C:5]([C:13]2[O:17][N:16]=[C:15]([C:18]3[CH:19]=[CH:20][C:21]4[CH2:27][N:26]([CH2:28][C:29]([O:31]C(C)(C)C)=[O:30])[CH2:25][CH2:24][CH2:23][C:22]=4[CH:36]=3)[N:14]=2)[CH:6]=[CH:7][C:8]=1[O:9][CH:10]([CH3:12])[CH3:11])#[N:2].Cl>>[C:1]([C:3]1[CH:4]=[C:5]([C:13]2[O:17][N:16]=[C:15]([C:18]3[CH:19]=[CH:20][C:21]4[CH2:27][N:26]([CH2:28][C:29]([OH:31])=[O:30])[CH2:25][CH2:24][CH2:23][C:22]=4[CH:36]=3)[N:14]=2)[CH:6]=[CH:7][C:8]=1[O:9][CH:10]([CH3:12])[CH3:11])#[N:2]. Yields the product C(#N)C=1C=C(C=CC1OC(C)C)C1=NC(=NO1)C=1C=CC2=C(CCCN(C2)CC(=O)O)C1 ([7-(5-{3-Cyano-4-[(1-methylethyl)oxy]phenyl}-1,2,4-oxadiazol-3-yl)-1,3,4,5-tetrahydro-2H-2-benzazepin-2-yl]acetic acid). The reactants are BrN1C(CCC1=O)=O (N-Bromosuccinimide), [N+](=O)([O-])C1=CC=C(C=C1)N1C(C2=CC=CC=C2C2=C1N1C(=N2)C=CC=C1)=O (6-(4-nitrophenyl)-pyrido[2′,1′:2,3]imidazo-[4,5-c]isoquinolin-5(6H)-one), O (Water). Run in CN(C)C=O (DMF). Conditions: time 4 hour. Product: BrC1=CC=C2C3=C(N(C(C2=C1)=O)C1=CC=C(C=C1)[N+](=O)[O-])N1C(=N3)C=CC=C1 (3-bromo-6-(4-nitrophenyl)-pyrido[2′,1′:2,3]imidazo[4,5-c]isoquinolin-5(6H)-one). Yield: 38.9%. Reaction SMILES: [Br:1]N1C(=O)CCC1=O.[N+:9]([C:12]1[CH:17]=[CH:16][C:15]([N:18]2[C:27]3[N:28]4[CH:34]=[CH:33][CH:32]=[CH:31][C:29]4=[N:30][C:26]=3[C:25]3[C:20](=[CH:21][CH:22]=[CH:23][CH:24]=3)[C:19]2=[O:35])=[CH:14][CH:13]=1)([O-:11])=[O:10].O>CN(C=O)C>[Br:1][C:22]1[CH:21]=[C:20]2[C:25]([C:26]3[N:30]=[C:29]4[CH:31]=[CH:32][CH:33]=[CH:34][N:28]4[C:27]=3[N:18]([C:15]3[CH:14]=[CH:13][C:12]([N+:9]([O-:11])=[O:10])=[CH:17][CH:16]=3)[C:19]2=[O:35])=[CH:24][CH:23]=1. Reported procedure: N-Bromosuccinimide (1.2 equiv., 0.358 mmol, 0.061 g) was added to a solution of 1 (1.0 equiv., 0.295 mmol, 0.105 g) in DMF (3 ml). The reaction mixture was stirred at room temperature for 4 h. Water was added, the resulting precipitate was isolated by filtration and washed with water, isopropanol and isopropyl ether successively to give 3-bromo-6-(4-nitrophenyl)-pyrido[2′,1′:2,3]imidazo[4,5-c]isoquinolin-5(6H)-one (101) (0.050 g, yield=36%, purity (LC)=93%). Reactants: NC(C#N)(CC1=CC(=C(C=C1)OC)OCC1=CC=CC=C1)CF (2-amino-2-fluoromethyl-3-(3-benzyloxy-4-methoxyphenyl)propionitrile), Cl (hydrogen chloride), CO (methanol), C1=CC=C2C(=C1)C(=O)C(C2=O)(O)O (ninhydrin). Run at time 8 hour. Product: NC(C(=O)O)(CC1=CC(=C(C=C1)OC)O)CF (2-Amino-2-fluoromethyl-3-(3-hydroxy-4-methoxyphenyl)propionic acid). As a reaction SMILES: [NH2:1][C:2]([CH2:22][F:23])([CH2:5][C:6]1[CH:11]=[CH:10][C:9]([O:12][CH3:13])=[C:8]([O:14]CC2C=CC=CC=2)[CH:7]=1)C#N.Cl.C1C=C2C(C(O)(O)C(=O)C2=CC=1)=[O:32].[CH3:38][OH:39]>>[NH2:1][C:2]([CH2:22][F:23])([CH2:5][C:6]1[CH:11]=[CH:10][C:9]([O:12][CH3:13])=[C:8]([OH:14])[CH:7]=1)[C:38]([OH:32])=[O:39]. Procedure: A solution of 2-amino-2-fluoromethyl-3-(3-benzyloxy-4-methoxyphenyl)propionitrile (0.7 g) in absolute methanol saturated with dry hydrogen chloride (50 ml) is heated at reflux for 12 hours. The methanol is evaporated and the residue dissolved in trifluoroacetic acid (10 ml). The mixture is heated at reflux temperature for 2 hours. Water (4 ml) is then added, and reflux continues overnight. The residue obtained upon evaporation under reduced pressure is passed through Amberlite 120 H+ ion exchang... Starting materials: O1C(CC2=CC=CC=C2)C1 (2,3-Epoxypropylbenzene), [O-]C#N.[K+] (potassium cyanate), O (water). The solvent is CN(C)C=O (DMF). Product: C(C1=CC=CC=C1)C1CNC(O1)=O (5-benzyl-2-oxazolidinone). Yield: 36.0%. Reaction SMILES: [O:1]1[CH2:10][CH:2]1[CH2:3][C:4]1[CH:9]=[CH:8][CH:7]=[CH:6][CH:5]=1.[O-][C:12]#[N:13].[K+].[OH2:15]>CN(C=O)C>[CH2:3]([CH:2]1[O:1][C:10](=[O:15])[NH:13][CH2:12]1)[C:4]1[CH:5]=[CH:6][CH:7]=[CH:8][CH:9]=1 |f:1.2|. Procedure details: 2,3-Epoxypropylbenzene (60 g, 448 mmol) and potassium cyanate (70 g, 364 mmol) were refluxed in DMF (600 ml) and water (300 ml) for 4 hours. The solvent was evaporated in vacuo and water added. The aqueous was then extracted with ethyl acetate, dried (Mg SO4) and evaporated. Recrystallization from ethyl acetate gave the product (28.2 g, 36%) Mpt 106-107° C. MS (EI) 177 (M+), 133, 86. Starting materials: CC(=O)Oc1cccc2c1CC(=O)N2, CC(=O)OC(C)=O, [Na+], [Na+], O=C([O-])[O-], C1CCOC1. Yields the product CC(=O)Oc1cccc2c1CC(=O)N2C(C)=O. Reaction SMILES: [C:1]([CH3:2])(=[O:3])[O:4][c:5]1[c:6]2[c:10]([cH:11][cH:12][cH:13]1)[NH:9][C:8](=[O:14])[CH2:7]2.[CH3:21][C:22](=[O:23])[O:24][C:25](=[O:26])[CH3:27].[Na+:15].[Na+:16].[O-:17][C:18](=[O:19])[O-:20].[O:28]1[CH2:29][CH2:30][CH2:31][CH2:32]1>>[C:1]([CH3:2])(=[O:3])[O:4][c:5]1[c:6]2[c:10]([cH:11][cH:12][cH:13]1)[N:9]([C:22]([CH3:21])=[O:23])[C:8](=[O:14])[CH2:7]2.